Dataset: the Open Reaction Database (ORD), a public repository of structured organic reaction records. Task: describe an organic reaction: reactants, conditions, products, and yield Run in C1CCOC1 (THF). Reaction SMILES: [H-].[H-].[H-].[H-].[Li+].[Al+3].[CH2:7]([N:14]1[C:18](=O)[C@H:17]([OH:20])[C@@H:16]([OH:21])[C:15]1=O)[C:8]1[CH:13]=[CH:12][CH:11]=[CH:10][CH:9]=1>C1COCC1>[CH2:7]([N:14]1[CH2:18][C@H:17]([OH:20])[C@@H:16]([OH:21])[CH2:15]1)[C:8]1[CH:9]=[CH:10][CH:11]=[CH:12][CH:13]=1 |f:0.1.2.3.4.5|. Reported procedure: To a suspension of LiAlH4 (18.33 g, 219.2 mmol) in 200 mL THF, (3R,4R)-1-benzyl-3,4-dihydroxypyrrolidine-2,5-dione (23.1 g, 104.4 mmol) was added and the mixture was refluxed for 12 hours. The mixture was cooled down to room temperature and carefully quenched with 3 mL EtOAc and 3 mL MeOH. Wet silica gel was added to the mixture following by addition of MeOH—CHCl3, 1:1, and the mixture was filtered. The filtrate was evaporated giving the title compound that was used for the next step without add... The reactants are [H-].[H-].[H-].[H-].[Li+].[Al+3] (LiAlH4), C(C1=CC=CC=C1)N1C([C@@H]([C@H](C1=O)O)O)=O ((3R,4R)-1-benzyl-3,4-dihydroxypyrrolidine-2,5-dione). Product: C(C1=CC=CC=C1)N1C[C@@H]([C@H](C1)O)O ((3S,4S)-1-Benzylpyrrolidine-3,4-diol).